describe an organic reaction: reactants, conditions, products, and yield From a dataset of the Open Reaction Database (ORD), a public repository of structured organic reaction records. Reactants: O=C(Cl)c1ccccc1, Cl, CN(C(=O)c1ccc(N2CCOCC2)cc1)C1CCN(C(=O)C2CCOCC2N)CC1c1ccc(Cl)c(Cl)c1. The product is CN(C(=O)c1ccc(N2CCOCC2)cc1)C1CCN(C(=O)C2CCOCC2NC(=O)c2ccccc2)CC1c1ccc(Cl)c(Cl)c1. As a reaction SMILES: [C:41]([c:42]1[cH:43][cH:44][cH:45][cH:46][cH:47]1)(=[O:48])[Cl:49].[ClH:1].[NH2:2][CH:3]1[CH2:4][O:5][CH2:6][CH2:7][CH:8]1[C:9](=[O:10])[N:11]1[CH2:12][CH:13]([c:33]2[cH:34][c:35]([Cl:40])[c:36]([Cl:39])[cH:37][cH:38]2)[CH:14]([N:17]([C:18]([c:19]2[cH:20][cH:21][c:22]([N:25]3[CH2:26][CH2:27][O:28][CH2:29][CH2:30]3)[cH:23][cH:24]2)=[O:31])[CH3:32])[CH2:15][CH2:16]1>>[NH:2]([CH:3]1[CH2:4][O:5][CH2:6][CH2:7][CH:8]1[C:9](=[O:10])[N:11]1[CH2:12][CH:13]([c:33]2[cH:34][c:35]([Cl:40])[c:36]([Cl:39])[cH:37][cH:38]2)[CH:14]([N:17]([C:18]([c:19]2[cH:20][cH:21][c:22]([N:25]3[CH2:26][CH2:27][O:28][CH2:29][CH2:30]3)[cH:23][cH:24]2)=[O:31])[CH3:32])[CH2:15][CH2:16]1)[C:41]([c:42]1[cH:43][cH:44][cH:45][cH:46][cH:47]1)=[O:48]. Run in CN(C=O)C (N,N-dimethylformamide). Yields the product OC1=C(C=C(C=C1[N+](=O)[O-])C(C(=O)OC)=O)OC (methyl 4-hydroxy-3-methoxy-5-nitrophenylglyoxylate). RXN SMILES: [OH:1][C:2]1[C:7]([N+:8]([O-:10])=[O:9])=[CH:6][C:5]([C:11](=[O:15])[C:12]([OH:14])=[O:13])=[CH:4][C:3]=1[O:16][CH3:17].[CH3:18]O>CN(C)C=O.CN(C)C1C=CN=CC=1>[OH:1][C:2]1[C:7]([N+:8]([O-:10])=[O:9])=[CH:6][C:5]([C:11](=[O:15])[C:12]([O:14][CH3:18])=[O:13])=[CH:4][C:3]=1[O:16][CH3:17]. The reagents and catalysts are CN(C1=CC=NC=C1)C (4-dimethylaminopyridine). The reactants are CO (methanol), OC1=C(C=C(C=C1[N+](=O)[O-])C(C(=O)O)=O)OC (4-hydroxy-3-methoxy-5-nitrophenylglyoxylic acid), N,N-dicyclohexylcarbodiimide. Procedure: 2.42 g of 4-hydroxy-3-methoxy-5-nitrophenylglyoxylic acid are dissolved in 25 ml of dry N,N-dimethylformamide, treated at room temperature with 50 mg of 4-dimethylaminopyridine and 920 mg of dry methanol, subsequently cooled to 0° with an ice-bath and 2.27 g of N,N-dicyclohexylcarbodiimide are added thereto. After 10 minutes the ice-bath is removed and the reaction mixture is stirred for a further 1 hour at room temperature. The mixture is subsequently evaporated. The residue is dissolved in eth... Conditions: time 1 hour. Starting materials: NC1=C2N=CN(C2=NC=N1)CC1=C(C=CC=C1Cl)Cl (6-amino-9-(2,6-dichlorobenzyl)purine), O (water), aqueous solution, OO (hydrogen peroxide). Solvent: C(C)(=O)O (acetic acid). Run at time 5 day. Yields the product NC1=C2N=CN(C2=NC=[N+]1[O-])CC1=C(C=CC=C1Cl)Cl (6-amino-9-(2,6-dichlorobenzyl)purine-N1 -oxide). Yield: 40.0%. RXN SMILES: [NH2:1][C:2]1[N:10]=[CH:9][N:8]=[C:7]2[C:3]=1[N:4]=[CH:5][N:6]2[CH2:11][C:12]1[C:17]([Cl:18])=[CH:16][CH:15]=[CH:14][C:13]=1[Cl:19].[OH:20]O.O>C(O)(=O)C>[NH2:1][C:2]1[N+:10]([O-:20])=[CH:9][N:8]=[C:7]2[C:3]=1[N:4]=[CH:5][N:6]2[CH2:11][C:12]1[C:17]([Cl:18])=[CH:16][CH:15]=[CH:14][C:13]=1[Cl:19]. Reported procedure: The crude 6-amino-9-(2,6-dichlorobenzyl)purine obtained from the initial reaction was dissolved in one liter of acetic acid. A 30% aqueous solution of hydrogen peroxide was then added in the amount of 350 milliliters. The solution was allowed to stand for 5 days at room temperature, after which about 400 milliliters of water was added and the solution was cooled. The resulting precipitate was recovered by filtration, reslurried in 500 milliliters of a 30% aqueous solution of acetic acid, and the...